This data is from the Open Reaction Database (ORD), a public repository of structured organic reaction records. The task is: describe an organic reaction: reactants, conditions, products, and yield Starting materials: C1CCOC1, CCOC(=O)C(C)CC(Cc1ccc(-c2ccccc2)cc1)NC(=O)c1cc(C(=O)OC)nc(Cl)n1, C[O-], [Na+], O. The product is CCOC(=O)C(C)CC(Cc1ccc(-c2ccccc2)cc1)NC(=O)c1cc(C(=O)OC)nc(OC)n1. As a reaction SMILES: [CH2:41]1[O:42][CH2:43][CH2:44][CH2:45]1.[CH3:1][O:2][C:3](=[O:4])[c:5]1[n:6][c:7]([Cl:36])[n:8][c:9]([C:11]([NH:12][CH:13]([CH2:14][CH:15]([CH3:16])[C:17](=[O:18])[O:19][CH2:20][CH3:21])[CH2:22][c:23]2[cH:24][cH:25][c:26](-[c:29]3[cH:30][cH:31][cH:32][cH:33][cH:34]3)[cH:27][cH:28]2)=[O:35])[cH:10]1.[CH3:37][O-:38].[Na+:39].[OH2:40]>>[CH3:1][O:2][C:3](=[O:4])[c:5]1[n:6][c:7]([O:38][CH3:37])[n:8][c:9]([C:11]([NH:12][CH:13]([CH2:14][CH:15]([CH3:16])[C:17](=[O:18])[O:19][CH2:20][CH3:21])[CH2:22][c:23]2[cH:24][cH:25][c:26](-[c:29]3[cH:30][cH:31][cH:32][cH:33][cH:34]3)[cH:27][cH:28]2)=[O:35])[cH:10]1. Yields the product O1C(OCC1)C1=CC=C(O1)C1=CC2=C(N=CN=C2NC2=CC=C(C=C2)OCC2=CC=C(C=C2)F)C=N1 ((6-(5-(1,3-Dioxolan-2-yl)-furan-2-yl)-pyrido[3,4-d]pyrimidin-4-yl)-(4-(4-fluorobenzyloxy)-phenyl)-amine). Run in O1CCOCC1 (dioxan). The reactants are ClC1=CC2=C(N=CN=C2NC2=CC=C(C=C2)OCC2=CC=C(C=C2)F)C=N1 ((6-Chloropyrido[3,4-d]pyrimidin-4-yl)-(4-(4-fluorobenzyloxy)-phenyl)-amine), O1C(OCC1)C1=CC=C(O1)[Sn](CCCC)(CCCC)CCCC (5-(1,3-dioxolan-2-yl)-2-(tributylstannyl)-furan). Reported procedure: (6-Chloropyrido[3,4-d]pyrimidin-4-yl)-(4-(4-fluorobenzyloxy)-phenyl)-amine (1.82 g) and 5-(1,3-dioxolan-2-yl)-2-(tributylstannyl)-furan (3.75 g) in dioxan (40 ml) were reacted together as in Procedure B. The mixture was evaporated and the residue suspended in dichloromethane. This was then filtered through celite and the solvent evaporated. The gummy residue was then triturated with hexane giving a beige solid (1.21 g); m/z 485 (M+1)+. As a reaction SMILES: Cl[C:2]1[N:27]=[CH:26][C:5]2[N:6]=[CH:7][N:8]=[C:9]([NH:10][C:11]3[CH:16]=[CH:15][C:14]([O:17][CH2:18][C:19]4[CH:24]=[CH:23][C:22]([F:25])=[CH:21][CH:20]=4)=[CH:13][CH:12]=3)[C:4]=2[CH:3]=1.[O:28]1[CH2:32][CH2:31][O:30][CH:29]1[C:33]1[O:37][C:36]([Sn](CCCC)(CCCC)CCCC)=[CH:35][CH:34]=1>O1CCOCC1>[O:28]1[CH2:32][CH2:31][O:30][CH:29]1[C:33]1[O:37][C:36]([C:2]2[N:27]=[CH:26][C:5]3[N:6]=[CH:7][N:8]=[C:9]([NH:10][C:11]4[CH:16]=[CH:15][C:14]([O:17][CH2:18][C:19]5[CH:24]=[CH:23][C:22]([F:25])=[CH:21][CH:20]=5)=[CH:13][CH:12]=4)[C:4]=3[CH:3]=2)=[CH:35][CH:34]=1.